Dataset: the Open Reaction Database (ORD), a public repository of structured organic reaction records. Task: describe an organic reaction: reactants, conditions, products, and yield The reactants are BrC1=CC=C(C2=C1OCCO2)NC(C)=O (N-(8-bromo-2,3-dihydrobenzo[b][1,4]dioxin-5-yl)acetamide), N1CCOCC1 (morpholine), CC(C)C1=CC(=C(C(=C1)C(C)C)C2=C(C=CC=C2)P(C3CCCCC3)C4CCCCC4)C(C)C (X-Phos), CC(C)([O-])C.[K+] (potassium tert-butoxide). The reagents and catalysts are C=1C=CC(=CC1)/C=C/C(=O)/C=C/C2=CC=CC=C2.C=1C=CC(=CC1)/C=C/C(=O)/C=C/C2=CC=CC=C2.C=1C=CC(=CC1)/C=C/C(=O)/C=C/C2=CC=CC=C2.[Pd].[Pd] (Pd2(dba)3). The solvent is C1(=CC=CC=C1)C (toluene). Conditions: temperature 130 celsius. Product: O1CCN(CC1)C1=CC=C(C2=C1OCCO2)NC(C)=O (N-(8-morpholino-2,3-dihydrobenzo[b][1,4]dioxin-5-yl)acetamide). The yield is 39.1%. As a reaction SMILES: Br[C:2]1[C:7]2[O:8][CH2:9][CH2:10][O:11][C:6]=2[C:5]([NH:12][C:13](=[O:15])[CH3:14])=[CH:4][CH:3]=1.[NH:16]1[CH2:21][CH2:20][O:19][CH2:18][CH2:17]1.CC(C1C=C(C(C)C)C(C2C=CC=CC=2P(C2CCCCC2)C2CCCCC2)=C(C(C)C)C=1)C.CC(C)([O-])C.[K+]>C1(C)C=CC=CC=1.C1C=CC(/C=C/C(/C=C/C2C=CC=CC=2)=O)=CC=1.C1C=CC(/C=C/C(/C=C/C2C=CC=CC=2)=O)=CC=1.C1C=CC(/C=C/C(/C=C/C2C=CC=CC=2)=O)=CC=1.[Pd].[Pd]>[O:19]1[CH2:20][CH2:21][N:16]([C:2]2[C:7]3[O:8][CH2:9][CH2:10][O:11][C:6]=3[C:5]([NH:12][C:13](=[O:15])[CH3:14])=[CH:4][CH:3]=2)[CH2:17][CH2:18]1 |f:3.4,6.7.8.9.10|. Procedure: To a solution of N-(8-bromo-2,3-dihydrobenzo[b][1,4]dioxin-5-yl)acetamide (5 g, 18.4 mmol) in toluene (50 mL) was added morpholine (1.9 g, 22 mmol), Pd2(dba)3 (1.68 g, 1.84 mmol), X-Phos (1.75 g, 3.68 mmol) and potassium tert-butoxide (4.1 g, 36.8 mmol) in a sealed tube. The mixture was heated at 130° C. for overnight. After cooled to room temperature, the mixture was filtered and the filtrate was evaporated to give a crude product, which was purified by silica gel column chromatography (petrole... Starting materials: N1=CC=C(C=C1)C=O (Pyridine-4-carboxaldehyde), CN (methyl amine), C(CC)(=O)OC(CC)=O (propionic anhydride). Product: CN(C(CC)=O)CC1=CC=NC=C1 (N-Methyl-N-[(4-pyridinyl)methyl]propionamide). The yield is 72.0%. As a reaction SMILES: [N:1]1[CH:6]=[CH:5][C:4]([CH:7]=O)=[CH:3][CH:2]=1.[CH3:9][NH2:10].[C:11]([O:15]C(=O)CC)(=O)[CH2:12][CH3:13]>>[CH3:9][N:10]([CH2:7][C:4]1[CH:3]=[CH:2][N:1]=[CH:6][CH:5]=1)[C:11](=[O:15])[CH2:12][CH3:13]. Reported procedure: Pyridine-4-carboxaldehyde, methyl amine, and propionic anhydride were reacted on a 0.1 mole scale in a manner similar to that given for Example 1 to give the desired amide (12.72 g, 72%).